From a dataset of the Open Reaction Database (ORD), a public repository of structured organic reaction records. describe an organic reaction: reactants, conditions, products, and yield Starting materials: NN (hydrazine), C(C)OC(C(C1CCN(CC1)C(=O)OC(C)(C)C)C(C(F)(F)F)=O)=O (1-(tert-butoxycarbonyl)-α-(trifluoroacetyl)-4-piperidineacetic acid ethyl ester), CO (CH3OH). Solvent: C1(=CC=CC=C1)C (toluene). Reaction conditions: temperature 60 celsius, time 16 hour. Product: C(C)(C)(C)OC(=O)N1CCC(CC1)C=1C(=NNC1C(F)(F)F)O (tert-Butoxycarbonyl-4-(3-hydroxy-5-(trifluoromethyl)-(1H)-pyrazol-4-yl)piperidine). RXN SMILES: [NH2:1][NH2:2].C([O:5][C:6](=O)[CH:7]([C:21](=O)[C:22]([F:25])([F:24])[F:23])[CH:8]1[CH2:13][CH2:12][N:11]([C:14]([O:16][C:17]([CH3:20])([CH3:19])[CH3:18])=[O:15])[CH2:10][CH2:9]1)C.CO>C1(C)C=CC=CC=1>[C:17]([O:16][C:14]([N:11]1[CH2:12][CH2:13][CH:8]([C:7]2[C:6]([OH:5])=[N:1][NH:2][C:21]=2[C:22]([F:25])([F:24])[F:23])[CH2:9][CH2:10]1)=[O:15])([CH3:20])([CH3:19])[CH3:18]. Procedure: Anhydrous hydrazine (0.040 mL, 41 mg, 1.27 mmol) was added to a stirred solution of 1-(tert-butoxycarbonyl)-α-(trifluoroacetyl)-4-piperidineacetic acid ethyl ester (275 mg, 0.75 mmol, from Step B) in toluene (2.0 mL) at RT. The mixture was warmed to 60° C. for 4 h, followed by 16 h at 80° C. The mixture was allowed to cool to RT, transferred to another flask with CH3OH, and evaporated to give the title compound as a white solid. For the title compound: 1H NMR (500 MHz, CD3OD) δ 4.15 (bd, J=13, 2... The reactants are I[Si](C)(C)C (iodotrimethylsilane), formula III, CN(C(C(F)(F)F)=O)[Si](C)(C)C (N-methyl-N-(trimethylsilyl)trifluoroacetamide), C(Cl)(Cl)Cl (chloroform), C(Cl)Cl (methylene chloride), carboxylic acid, trimethylsilyl ester. Run in C(C)#N (acetonitrile). Yields the product IV, CN(C(=O)C(F)(F)F)C(=O)C(F)(F)F (MBTFA). As a reaction SMILES: [CH3:1][N:2]([Si](C)(C)C)[C:3](=[O:8])[C:4]([F:7])([F:6])[F:5].C(Cl)(Cl)Cl.C(Cl)Cl.I[Si](C)(C)C>C(#N)C>[CH3:1][N:2]([C:3]([C:4]([F:7])([F:6])[F:5])=[O:8])[C:3]([C:4]([F:7])([F:6])[F:5])=[O:8]. Reported procedure: The compound of formula III is initially protected by reaction with a trimethylsilating agent such as N-methyl-N-(trimethylsilyl)trifluoroacetamide (MSTFA) in an inert solvent such as chloroform or methylene chloride. The resulting trimethylsilyl ester, in which all potentially reactive sites, such as amino, hydroxy, and carboxylic acid functions, are protected by trimethylsilyl groups, is then subjected to a reaction with iodotrimethylsilane at about 0° C. to room temperature, over a period of ... Reactants: C(C)C1(CC(CC(C1)(C)C)NC(C1=C(C(=CC=C1)[N+](=O)[O-])O)=O)C (N-(3-ethyl-3,5,5-trimethylcyclohexyl)-2-hydroxy-3-nitrobenzamide), C(C)(=O)OCC (ethyl acetate), [H][H] (hydrogen), [H][H] (hydrogen). Reagents/catalysts: [Pd] (Pd/C). Run at time 30 minute. Product: C(=O)NC=1C(=C(C(=O)NC2CC(CC(C2)(C)C)(C)CC)C=CC1)O (3-Formamido-2-hydroxy-N-(3-ethyl-3,5,5-trimethylcyclohexyl)-benzamide), foam. Reaction SMILES: [CH2:1]([C:3]1([CH3:24])[CH2:8][C:7]([CH3:10])([CH3:9])[CH2:6][CH:5]([NH:11][C:12](=[O:23])[C:13]2[CH:18]=[CH:17][CH:16]=[C:15]([N+:19]([O-])=O)[C:14]=2[OH:22])[CH2:4]1)[CH3:2].[H][H].[C:27](OCC)(=[O:29])C>[Pd]>[CH:27]([NH:19][C:15]1[C:14]([OH:22])=[C:13]([CH:18]=[CH:17][CH:16]=1)[C:12]([NH:11][CH:5]1[CH2:6][C:7]([CH3:10])([CH3:9])[CH2:8][C:3]([CH2:1][CH3:2])([CH3:24])[CH2:4]1)=[O:23])=[O:29]. Procedure: To a solution of N-(3-ethyl-3,5,5-trimethylcyclohexyl)-2-hydroxy-3-nitrobenzamide (3.60 g) in ethyl acetate (75 ml) was added 5% Pd/C (0.40 g) catalyst. The resulting mixture was subjected to a hydrogen atmosphere (initial H2 pressure=50 psi) using a Parr shaker apparatus. When hydrogen uptake ceased (approximately 30 minutes), the hydrogen atmosphere was purged. A stir bar was added to the reaction bottle and to the stirred reaction mixture acetic-formic anhydride (3 ml) was added all at once. ...